Dataset: the Open Reaction Database (ORD), a public repository of structured organic reaction records. Task: describe an organic reaction: reactants, conditions, products, and yield Reactants: O=C(Cl)c1ccccc1, COC1OC(CO)C(O)C(N=[N+]=[N-])C1OCc1ccccc1, O, c1ccncc1. Yields the product COC1OC(COC(=O)c2ccccc2)C(O)C(N=[N+]=[N-])C1OCc1ccccc1. As a reaction SMILES: [C:23]([c:24]1[cH:25][cH:26][cH:27][cH:28][cH:29]1)(=[O:30])[Cl:31].[N:1](=[N+:2]=[N-:3])[CH:4]1[CH:5]([O:15][CH2:16][c:17]2[cH:18][cH:19][cH:20][cH:21][cH:22]2)[CH:6]([O:7][CH3:8])[O:9][CH:10]([CH2:13][OH:14])[CH:11]1[OH:12].[OH2:32].[cH:33]1[cH:34][cH:35][n:36][cH:37][cH:38]1>>[N:1](=[N+:2]=[N-:3])[CH:4]1[CH:5]([O:15][CH2:16][c:17]2[cH:18][cH:19][cH:20][cH:21][cH:22]2)[CH:6]([O:7][CH3:8])[O:9][CH:10]([CH2:13][O:14][C:23]([c:24]2[cH:25][cH:26][cH:27][cH:28][cH:29]2)=[O:30])[CH:11]1[OH:12]. Reactants: [OH-].[Na+] (sodium hydroxide), N1=C(C=CC=C1)N1C=C(C=2C1=NC=CC2)C(=O)OC (methyl 1-(pyridine-2-yl)-1H-pyrrolo[2,3-b]pyridine-3-carboxylate), Cl (hydrochloric acid). Run in O1CCCC1 (tetrahydrofuran). Product: N1=C(C=CC=C1)N1C=C(C=2C1=NC=CC2)C(=O)O (1-(pyridin-2-yl)-1H-pyrrolo[2,3-b]pyridine-3-carboxylic acid). Reaction SMILES: [OH-].[Na+].[N:3]1[CH:8]=[CH:7][CH:6]=[CH:5][C:4]=1[N:9]1[C:13]2=[N:14][CH:15]=[CH:16][CH:17]=[C:12]2[C:11]([C:18]([O:20]C)=[O:19])=[CH:10]1.Cl>O1CCCC1>[N:3]1[CH:8]=[CH:7][CH:6]=[CH:5][C:4]=1[N:9]1[C:13]2=[N:14][CH:15]=[CH:16][CH:17]=[C:12]2[C:11]([C:18]([OH:20])=[O:19])=[CH:10]1 |f:0.1|. Procedure: 1.6 cm3 of 10N sodium hydroxide solution were added to methyl 1-(pyridine-2-yl)-1H-pyrrolo[2,3-b]pyridine-3-carboxylate in 15 cm3 of tetrahydrofuran. After stirring at reflux of the solvent for 200 h, the reaction mixture was acidified with 2 cm3 of 10N hydrochloric acid and then concentrated to dryness under reduced pressure (2.7 kPa) to give 1-(pyridin-2-yl)-1H-pyrrolo[2,3-b]pyridine-3-carboxylic acid in the form of a brown powder, characterized by LC/MS (m/z 240 [MH]+), which was used directl...